This data is from the Open Reaction Database (ORD), a public repository of structured organic reaction records. The task is: describe an organic reaction: reactants, conditions, products, and yield The reactants are O=C([O-])C=CC(=O)[O-], CN(C)CC1(C#N)CC1(c1ccccc1)c1ccccc1, N#CC1(CN2CCCC2)CC1(c1ccccc1)c1ccccc1. The product is NC(=O)C1(CN2CCCC2)CC1(c1ccccc1)c1ccccc1. Reaction SMILES: [C:22]([O-:23])(=[O:24])[CH:25]=[CH:27][C:28](=[O:26])[O-:29].[CH3:1][N:2]([CH2:3][C:4]1([C:5]#[N:6])[CH2:7][C:8]1([c:9]1[cH:10][cH:11][cH:12][cH:13][cH:14]1)[c:15]1[cH:16][cH:17][cH:18][cH:19][cH:20]1)[CH3:21].[N:30]1([CH2:35][C:36]2([C:51]#[N:52])[C:37]([c:39]3[cH:40][cH:41][cH:42][cH:43][cH:44]3)([c:45]3[cH:46][cH:47][cH:48][cH:49][cH:50]3)[CH2:38]2)[CH2:31][CH2:32][CH2:33][CH2:34]1>>[O:26]=[C:51]([C:36]1([CH2:35][N:30]2[CH2:31][CH2:32][CH2:33][CH2:34]2)[C:37]([c:39]2[cH:40][cH:41][cH:42][cH:43][cH:44]2)([c:45]2[cH:46][cH:47][cH:48][cH:49][cH:50]2)[CH2:38]1)[NH2:52]. Reactants: CC(C)(C)OC(=O)NC1CC(C2CC2)N(C(=O)OC(C)(C)C)c2ccc(C(F)(F)F)cc21, ClCCl, [Na+], [OH-], O=C(O)C(F)(F)F. Yields the product CC(C)(C)OC(=O)N1c2ccc(C(F)(F)F)cc2C(N)CC1C1CC1. Reaction SMILES: [C:8]([CH3:9])([CH3:10])([CH3:11])[O:12][C:13](=[O:14])[N:15]1[CH:16]([CH:37]2[CH2:38][CH2:39]2)[CH2:17][CH:18]([NH:29][C:30]([O:31][C:32]([CH3:33])([CH3:34])[CH3:35])=[O:36])[c:19]2[cH:20][c:21]([C:25]([F:26])([F:27])[F:28])[cH:22][cH:23][c:24]21.[Cl:42][CH2:43][Cl:44].[Na+:41].[OH-:40].[OH:1][C:2]([C:3]([F:4])([F:5])[F:6])=[O:7]>>[C:8]([CH3:9])([CH3:10])([CH3:11])[O:12][C:13](=[O:14])[N:15]1[CH:16]([CH:37]2[CH2:38][CH2:39]2)[CH2:17][CH:18]([NH2:29])[c:19]2[cH:20][c:21]([C:25]([F:26])([F:27])[F:28])[cH:22][cH:23][c:24]21. Reagents/catalysts: [Ru](=O)(=O)(=O)[O-].C(CC)[N+](CCC)(CCC)CCC (tetrapropylammonium perruthenate). The solvent is ClCCl (dichloromethane). Procedure: To a suspension of (5-bromo-1-((2-(trimethylsilyl)ethoxy)methyl)-1H-indazol-7-yl)methanol (675 mg, 1.889 mmol), 4-methylmorpholine 4-oxide (443 mg, 3.78 mmol), and molecular sieves (337 mg, 1.889 mmol) in dichloromethane (10 mL) at room temperature was added tetrapropylammonium perruthenate (19.9 mg, 0.057 mmol). After 1.5 h, the crude reaction mixture was loaded directly onto a pre-conditioned column of silica gel (silica gel/dichloromethane). The solvent was then switched directly to 12% EtOAc... Conditions: time 1.5 hour. Reactants: BrC=1C=C2C=NN(C2=C(C1)CO)COCC[Si](C)(C)C ((5-bromo-1-((2-(trimethylsilyl)ethoxy)methyl)-1H-indazol-7-yl)methanol), C[N+]1(CCOCC1)[O-] (4-methylmorpholine 4-oxide), CCOC(=O)C (EtOAc). Yields the product BrC=1C=C2C=NN(C2=C(C1)C=O)COCC[Si](C)(C)C (5-Bromo-1-((2-(trimethylsilyl)ethoxy)methyl)-1H-indazole-7-carbaldehyde). RXN SMILES: [Br:1][C:2]1[CH:3]=[C:4]2[C:8](=[C:9]([CH2:11][OH:12])[CH:10]=1)[N:7]([CH2:13][O:14][CH2:15][CH2:16][Si:17]([CH3:20])([CH3:19])[CH3:18])[N:6]=[CH:5]2.C[N+]1([O-])CCOCC1.CCOC(C)=O>ClCCl.[Ru]([O-])(=O)(=O)=O.C([N+](CCC)(CCC)CCC)CC>[Br:1][C:2]1[CH:3]=[C:4]2[C:8](=[C:9]([CH:11]=[O:12])[CH:10]=1)[N:7]([CH2:13][O:14][CH2:15][CH2:16][Si:17]([CH3:20])([CH3:19])[CH3:18])[N:6]=[CH:5]2 |f:4.5|. The reactants are C(C)(C)(C)OC(=O)C(=CC=1N=COC1C(C)(C)C)NC(OC(C)(C)C)=O (tert-Butyl 1-(tert-butoxycarbonyl)-2-(5-tert-butyloxazol-4-yl)vinylcarbamate), O1CNCC1 (oxazolidine). Run in C1CCOC1 (THF). Run at temperature -40 celsius, time 2 hour. Product: C(C)(C)(C)C1=C(N=CO1)C=C(C(=O)O)O (3-(5-tert-Butyloxazol-4-yl)-2-hydroxyacrylic acid). Isolated yield 67.0%. RXN SMILES: C([O:5][C:6]([C:8](NC(=O)OC(C)(C)C)=[CH:9][C:10]1[N:11]=[CH:12][O:13][C:14]=1[C:15]([CH3:18])([CH3:17])[CH3:16])=[O:7])(C)(C)C.[O:27]1CCNC1>C1COCC1>[C:15]([C:14]1[O:13][CH:12]=[N:11][C:10]=1[CH:9]=[C:8]([OH:27])[C:6]([OH:5])=[O:7])([CH3:18])([CH3:17])[CH3:16]. Reported procedure: To a solution of Ethyl 5-(tert-butyl)oxazole-4-carboxylate 2 (20 g, 101 mmol) in anhydrous THF (250 mL) was added LiAl (3.84 g, 101 mmol, Kanto Chemical, Tokyo, Japan, Cat. No. 24115-35) portionwise under argon atmosphere at −60° C., and the bath temperature was gradually increased up to −40° C. with stirring for 2 h. (In case that the temperature was more than −40° C., the reduction of the oxazole ring (oxazolidine formation) predominantly proceeded). After the reaction mixture was quenched wit... Starting materials: ClC1=NC(=CC2=CC=C(C=C12)Cl)C (1,7-dichloro-3-methyl-isoquinoline), O (H2O), C(Cl)Cl (CH2Cl2), [OH-].[Na+] (NaOH). Reagents/catalysts: [Zn] (zinc). The solvent is C(C)(=O)O (acetic acid), CCOC(=O)C (EtOAc). Product: ClC1=CC=C2C=C(N=CC2=C1)C (7-Chloro-3-methyl-isoquinoline), solid. Isolated yield 83.5%. Reaction SMILES: Cl[C:2]1[C:11]2[C:6](=[CH:7][CH:8]=[C:9]([Cl:12])[CH:10]=2)[CH:5]=[C:4]([CH3:13])[N:3]=1.O.C(Cl)Cl.[OH-].[Na+]>C(O)(=O)C.CCOC(C)=O.[Zn]>[Cl:12][C:9]1[CH:10]=[C:11]2[C:6]([CH:5]=[C:4]([CH3:13])[N:3]=[CH:2]2)=[CH:7][CH:8]=1 |f:3.4|. Reported procedure: To a solution of 1,7-dichloro-3-methyl-isoquinoline (0.50 g, 2.36 mmol), Example 10, part C, in 5.5 mL of 9:1 acetic acid:H2O at 75° C. is added zinc (0.23 g, 3.54 mmol) After 75 minutes, the solution is cooled to ambient temperatures. The solution is diluted with a 4:1 EtOAc:CH2Cl2 solution. To the solution is added 100 mL of a 1N NaOH solution. The aqueous solution is extracted with 4:1 EtOAc:CH2Cl2. The combined organic layers are washed with a saturated NaCl solution. The organic layer is dr... Starting materials: NC1CC(NC(C1)(C)C)(C)C (4-amino-2,2,6,6-tetramethylpiperidine), O1C(COC2=CC=C(C=C2)C(C)(C)C2=CC=C(C=C2)OCC2CO2)C1 (2,2-bis[p-(2,3-epoxypropoxy)phenyl]propane). Solvent: CO (methanol). Yields the product OC(COC1=CC=C(C=C1)C(C)(C)C1=CC=C(C=C1)OCC(CNC1CC(NC(C1)(C)C)(C)C)O)CNC1CC(NC(C1)(C)C)(C)C (2,2-Bis[4-{2-hydroxy-3-[(2,2,6,6-tetramethyl-4-piperidyl)amino]propoxy}phenyl]propane). As a reaction SMILES: [NH2:1][CH:2]1[CH2:7][C:6]([CH3:9])([CH3:8])[NH:5][C:4]([CH3:11])([CH3:10])[CH2:3]1.[O:12]1[CH2:36][CH:13]1[CH2:14][O:15][C:16]1[CH:21]=[CH:20][C:19]([C:22]([C:25]2[CH:30]=[CH:29][C:28]([O:31][CH2:32][CH:33]3[O:35][CH2:34]3)=[CH:27][CH:26]=2)([CH3:24])[CH3:23])=[CH:18][CH:17]=1>CO>[OH:12][CH:13]([CH2:36][NH:1][CH:2]1[CH2:3][C:4]([CH3:11])([CH3:10])[NH:5][C:6]([CH3:9])([CH3:8])[CH2:7]1)[CH2:14][O:15][C:16]1[CH:17]=[CH:18][C:19]([C:22]([C:25]2[CH:30]=[CH:29][C:28]([O:31][CH2:32][CH:33]([OH:35])[CH2:34][NH:1][CH:2]3[CH2:3][C:4]([CH3:11])([CH3:10])[NH:5][C:6]([CH3:9])([CH3:8])[CH2:7]3)=[CH:27][CH:26]=2)([CH3:23])[CH3:24])=[CH:20][CH:21]=1. Procedure details: To 100 ml of methanol were added 7.8 g of 4-amino-2,2,6,6-tetramethylpiperidine and 8.5 g of 2,2-bis[p-(2,3-epoxypropoxy)phenyl]propane; the mixture was then reacted in a similar manner to that described in Example 1, giving the desired compound in the form of a white powder. The compound had an Rf value of 0.28 on thin layer chromatography on silica gel developed with a 1:3:1 by volume mixture of methanol, ethyl acetate and triethylamine.